Dataset: the Open Reaction Database (ORD), a public repository of structured organic reaction records. Task: describe an organic reaction: reactants, conditions, products, and yield Starting materials: C(Cl)Cl (CH2Cl2), C(#N)CCC1=CC(=C(C=C1)C1=CC(=C(C=C1)OS(=O)(=O)C(F)(F)F)CC(C)C)CC(C)C (Trifluoro-methanesulfonic acid 4′-(2-cyano-ethyl)-3,2′-diisobutyl-biphenyl-4-yl-ester), COC1=C(C=C(C=C1)B1OC(C(O1)(C)C)(C)C)CC1=CC=CC2=CC=CC=C12 (2-(4-Methoxy-3-naphthalen-1-ylmethyl-phenyl)-4,4,5,5-tetramethyl-[1,3,2]dioxaborolane), solution, C(=O)([O-])[O-].[Na+].[Na+] (Na2CO3). The reagents and catalysts are C=1C=CC(=CC1)[P](C=2C=CC=CC2)(C=3C=CC=CC3)[Pd]([P](C=4C=CC=CC4)(C=5C=CC=CC5)C=6C=CC=CC6)([P](C=7C=CC=CC7)(C=8C=CC=CC8)C=9C=CC=CC9)[P](C=1C=CC=CC1)(C=1C=CC=CC1)C=1C=CC=CC1 (Pd(Ph3P)4). Solvent: COCCOC.CCO (DME EtOH). Run at temperature 80 celsius. Product: C(C(C)C)C1=C(C=CC(=C1)C1=C(C=C(C=C1)CCC#N)CC(C)C)C1=CC(=C(C=C1)OC)CC1=CC=CC2=CC=CC=C12 (3-(2′,2″-Diisobutyl-4-methoxy-3-naphthalen-1-ylmethyl-[1,1′:4′,1″]-terphenyl-4″-yl)propionitrile). The yield is 79.9%. As a reaction SMILES: [C:1]([CH2:3][CH2:4][C:5]1[CH:10]=[CH:9][C:8]([C:11]2[CH:16]=[CH:15][C:14](OS(C(F)(F)F)(=O)=O)=[C:13]([CH2:25][CH:26]([CH3:28])[CH3:27])[CH:12]=2)=[C:7]([CH2:29][CH:30]([CH3:32])[CH3:31])[CH:6]=1)#[N:2].CO[C:35]1[CH:40]=[CH:39][C:38](B2OC(C)(C)C(C)(C)O2)=[CH:37][C:36]=1[CH2:50][C:51]1[C:60]2[C:55](=[CH:56][CH:57]=[CH:58][CH:59]=2)[CH:54]=[CH:53][CH:52]=1.[C:61]([O-:64])([O-])=O.[Na+].[Na+].C(Cl)Cl>COCCOC.CCO.C1C=CC([P]([Pd]([P](C2C=CC=CC=2)(C2C=CC=CC=2)C2C=CC=CC=2)([P](C2C=CC=CC=2)(C2C=CC=CC=2)C2C=CC=CC=2)[P](C2C=CC=CC=2)(C2C=CC=CC=2)C2C=CC=CC=2)(C2C=CC=CC=2)C2C=CC=CC=2)=CC=1>[CH2:25]([C:13]1[CH:12]=[C:11]([C:8]2[CH:9]=[CH:10][C:5]([CH2:4][CH2:3][C:1]#[N:2])=[CH:6][C:7]=2[CH2:29][CH:30]([CH3:32])[CH3:31])[CH:16]=[CH:15][C:14]=1[C:38]1[CH:39]=[CH:40][C:35]([O:64][CH3:61])=[C:36]([CH2:50][C:51]2[C:60]3[C:55](=[CH:56][CH:57]=[CH:58][CH:59]=3)[CH:54]=[CH:53][CH:52]=2)[CH:37]=1)[CH:26]([CH3:28])[CH3:27] |f:2.3.4,6.7,^1:82,84,103,122|. Procedure details: 202.8 mg (0.43 mmol) Trifluoro-methanesulfonic acid 4′-(2-cyano-ethyl)-3,2′-diisobutyl-biphenyl-4-yl-ester (75), 186.7 mg (0.50 mmol, 1.16 eq.) 2-(4-Methoxy-3-naphthalen-1-ylmethyl-phenyl)-4,4,5,5-tetramethyl-[1,3,2]dioxaborolane (64) and 74.5 mg (64.4 μmol, 0.15 eq.) Pd(Ph3P)4 were dissolved in 10 ml DME/EtOH (9+1). To this yellow solution 0.43 ml (0.86 mmol, 2.00 eq.) of a 2 M aq. Na2CO3-solution was added and the resulting mixture was heated at 80° C. for 22 h. After concentrating the mixture... The reactants are NCCCCCCN1CCC(CC1)C=1C=C(C=CC1)NC(C(C)C)=O (N-{3-[1-(6-aminohexyl)-4-piperidinyl]phenyl}-2-methylpropanamide), C1(=CC=CC=C1)N=C=O (phenyl isocyanate). The solvent is C1CCOC1 (THF). Product: N(C1=CC=CC=C1)C(=O)NCCCCCCN1CCC(CC1)C=1C=C(C=CC1)NC(C(C)C)=O (N-[3-(1-{6-[(ANILINOCARBONYL)AMINO]HEXYL}-4-PIPERIDINYL)PHENYL]-2-METHYLPROPANAMIDE). RXN SMILES: [NH2:1][CH2:2][CH2:3][CH2:4][CH2:5][CH2:6][CH2:7][N:8]1[CH2:13][CH2:12][CH:11]([C:14]2[CH:15]=[C:16]([NH:20][C:21](=[O:25])[CH:22]([CH3:24])[CH3:23])[CH:17]=[CH:18][CH:19]=2)[CH2:10][CH2:9]1.[C:26]1([N:32]=[C:33]=[O:34])[CH:31]=[CH:30][CH:29]=[CH:28][CH:27]=1>C1COCC1>[NH:32]([C:33]([NH:1][CH2:2][CH2:3][CH2:4][CH2:5][CH2:6][CH2:7][N:8]1[CH2:13][CH2:12][CH:11]([C:14]2[CH:15]=[C:16]([NH:20][C:21](=[O:25])[CH:22]([CH3:23])[CH3:24])[CH:17]=[CH:18][CH:19]=2)[CH2:10][CH2:9]1)=[O:34])[C:26]1[CH:31]=[CH:30][CH:29]=[CH:28][CH:27]=1. Procedure: Prepared by Procedure Q1 (THF) and Scheme AT using N-{3-[1-(6-aminohexyl)-4-piperidinyl]phenyl}-2-methylpropanamide and phenyl isocyanate: ESMS m/e: 465.2 (M+H)+.